Dataset: the Open Reaction Database (ORD), a public repository of structured organic reaction records. Task: describe an organic reaction: reactants, conditions, products, and yield The reactants are CC(C)OC(=O)c1cc(Cl)ccn1, ClCCl, O=C(OO)c1cccc(Cl)c1. The product is CC(C)OC(=O)c1cc(Cl)cc[n+]1[O-]. Reaction SMILES: [Cl:1][c:2]1[cH:3][c:4]([C:8](=[O:9])[O:10][CH:11]([CH3:12])[CH3:13])[n:5][cH:6][cH:7]1.[Cl:25][CH2:26][Cl:27].[OH:14][O:15][C:16]([c:17]1[cH:18][c:19]([Cl:20])[cH:21][cH:22][cH:23]1)=[O:24]>>[Cl:1][c:2]1[cH:3][c:4]([C:8](=[O:9])[O:10][CH:11]([CH3:12])[CH3:13])[n+:5]([O-:14])[cH:6][cH:7]1. Reactants: C[Si](C1=CC(=CC1)[Si](C)(C)C)(C)C (1,3-Bis(trimethylsilyl)cyclopentadiene), solution, C(CCC)[Li] (butyllithium). Solvent: CCCCCC (hexane). The product is C[Si]([C-]1C=C(C=C1)[Si](C)(C)C)(C)C.[Li+] (lithium 1,3-bis(trimethylsilyl)cyclopentadienide). Isolated yield 58.2%. Reaction SMILES: [CH3:1][Si:2]([CH3:13])([CH3:12])[C:3]1[CH2:7][CH:6]=[C:5]([Si:8]([CH3:11])([CH3:10])[CH3:9])[CH:4]=1.C([Li:18])CCC>CCCCCC>[CH3:9][Si:8]([CH3:11])([CH3:10])[C-:5]1[CH:6]=[CH:7][C:3]([Si:2]([CH3:13])([CH3:12])[CH3:1])=[CH:4]1.[Li+:18] |f:3.4|. Procedure: 1,3-Bis(trimethylsilyl)cyclopentadiene (10.5 g, 0.05 mole) is reacted with 32 ml of a 1.6M solution of butyllithium (0.05 mole) in hexane to give 6.3 g of lithium 1,3-bis(trimethylsilyl)cyclopentadienide. The reactants are C(C)(=O)OCC (Ethyl acetate), ClC1=CC(=C(C=C1)C=CC=1OC=C(N1)CO)F ({2-[2-(4-Chloro-2-fluoro-phenyl)-vinyl]-oxazol-4-yl}-methanol), ClC1=NC=C(C=N1)CCCCN1N=NC=C1 (2-chloro-5-(4-[1,2,3]triazol-1-yl-butyl)-pyrimidine), CC(C)([O-])C.[Na+] (sodium tert-butoxide). Run in O1CCCC1 (tetrahydrofuran). Reaction conditions: time 15 minute. Yields the product ClC1=CC(=C(C=C1)C=CC=1OC=C(N1)COC1=NC=C(C=N1)CCCCN1N=NC=C1)F (2-{2-[2-(4-chloro-2-fluoro-phenyl)-vinyl]-oxazol-4-ylmethoxy}-5-(4-[1,2,3]triazol-1-yl-butyl)-pyrimidine). As a reaction SMILES: [Cl:1][C:2]1[CH:7]=[CH:6][C:5]([CH:8]=[CH:9][C:10]2[O:11][CH:12]=[C:13]([CH2:15][OH:16])[N:14]=2)=[C:4]([F:17])[CH:3]=1.CC(C)([O-])C.[Na+].Cl[C:25]1[N:30]=[CH:29][C:28]([CH2:31][CH2:32][CH2:33][CH2:34][N:35]2[CH:39]=[CH:38][N:37]=[N:36]2)=[CH:27][N:26]=1.C(OCC)(=O)C>O1CCCC1>[Cl:1][C:2]1[CH:7]=[CH:6][C:5]([CH:8]=[CH:9][C:10]2[O:11][CH:12]=[C:13]([CH2:15][O:16][C:25]3[N:30]=[CH:29][C:28]([CH2:31][CH2:32][CH2:33][CH2:34][N:35]4[CH:39]=[CH:38][N:37]=[N:36]4)=[CH:27][N:26]=3)[N:14]=2)=[C:4]([F:17])[CH:3]=1 |f:1.2|. Procedure: {2-[2-(4-Chloro-2-fluoro-phenyl)-vinyl]-oxazol-4-yl}-methanol (0.100 g, 0.39 mmol) is dissolved in anhydrous tetrahydrofuran (THF) (3 ml) followed by addition of sodium tert-butoxide (NaOtBu) (0.046 g, 0.47 mmol). After stirring for 15 min at r.t. 2-chloro-5-(4-[1,2,3]triazol-1-yl-butyl)-pyrimidine (0.085 g, 0.36 mmol) is added slowly and stirred for further 3 h at r.t. Ethyl acetate (20 ml) is added, the mixture is washed with saturated ammonium chloride (NH4Cl), dried over MgSO4 and concentrat...